Task: describe an organic reaction: reactants, conditions, products, and yield. Dataset: the Open Reaction Database (ORD), a public repository of structured organic reaction records The reactants are Cl (HCl), O1CCOCC1 (1,4-dioxane), N1=CC(=CC=C1)OCC1N(CCN(C1)C(=O)OC(C)(C)C)C(=O)OC1CCN(CC1)C(C)=O (1-(1-acetylpiperidin-4-yl) 4-tert-butyl 2-((pyridin-3-yloxy)methyl)piperazine-1,4-dicarboxylate). Product: Cl.Cl.N1=CC(=CC=C1)OCC1N(CCNC1)C(=O)OC1CCN(CC1)C(C)=O (1-acetylpiperidin-4-yl 2-((pyridin-3-yloxy)methyl)piperazine-1-carboxylate dihydrochloride). RXN SMILES: [ClH:1].O1CCOCC1.[N:8]1[CH:13]=[CH:12][CH:11]=[C:10]([O:14][CH2:15][CH:16]2[CH2:21][N:20](C(OC(C)(C)C)=O)[CH2:19][CH2:18][N:17]2[C:29]([O:31][CH:32]2[CH2:37][CH2:36][N:35]([C:38](=[O:40])[CH3:39])[CH2:34][CH2:33]2)=[O:30])[CH:9]=1>CO>[ClH:1].[ClH:1].[N:8]1[CH:13]=[CH:12][CH:11]=[C:10]([O:14][CH2:15][CH:16]2[CH2:21][NH:20][CH2:19][CH2:18][N:17]2[C:29]([O:31][CH:32]2[CH2:37][CH2:36][N:35]([C:38](=[O:40])[CH3:39])[CH2:34][CH2:33]2)=[O:30])[CH:9]=1 |f:4.5.6|. Procedure details: 4 M HCl in 1,4-dioxane (6 mL, 24 mmol) was added to a solution of 1-(1-acetylpiperidin-4-yl) 4-tert-butyl 2-((pyridin-3-yloxy)methyl)piperazine-1,4-dicarboxylate (112.5 mg, 0.195 mmol) in MeOH (1 mL). After 1 h, the reaction mixture was concentrated under reduced pressure, yielding 82.4 mg (97%) of the desired product as a white solid. LC-MS: RT=1.66 min, [M+H]+=363.2. The solvent is CO (MeOH). Yield: 97.0%. Conditions: time 1 hour. Reactants: C(Cl)Cl (methylene chloride), SC1=NC2=CC=CC=C2C(N1)=O (2-mercapto-4(3H)-quinazolinone), BrC(C(=O)O)C1=CC=CC=C1 (α-bromophenylacetic acid). The solvent is C(C)N(CC)CC (triethylamine). Yields the product O=C1NC(=NC2=CC=CC=C12)SC(C(=O)O)C1=CC=CC=C1 (α-[(3,4-Dihydro-4-oxo-2-quinazolinyl)thio]benzeneacetic acid). Yield: 31.0%. RXN SMILES: C(Cl)Cl.[SH:4][C:5]1[NH:14][C:13](=[O:15])[C:12]2[C:7](=[CH:8][CH:9]=[CH:10][CH:11]=2)[N:6]=1.Br[CH:17]([C:21]1[CH:26]=[CH:25][CH:24]=[CH:23][CH:22]=1)[C:18]([OH:20])=[O:19]>C(N(CC)CC)C>[O:15]=[C:13]1[C:12]2[C:7](=[CH:8][CH:9]=[CH:10][CH:11]=2)[N:6]=[C:5]([S:4][CH:17]([C:21]2[CH:26]=[CH:25][CH:24]=[CH:23][CH:22]=2)[C:18]([OH:20])=[O:19])[NH:14]1. Reported procedure: A methylene chloride solution of 8.9 g (0.05M) of 2-mercapto-4(3H)-quinazolinone, α-bromophenylacetic acid and triethylamine is heated to gentle reflux for 48 hours. A small amount of insoluble material is filtered off and then the solvent is removed. The oily residue is dissolved in water and insoluble material filtered off. The aqueous filtrate is acidified with a dilute HCl solution and the gummy solid is extracted with methylene chloride. The methylene chloride solution is dried over anhydro... Reactants: CCO, CN(C)CCc1c[nH]c2ccc([N+](=O)[O-])cc12. Yields the product CN(C)CCc1c[nH]c2ccc(N)cc12. As a reaction SMILES: [CH3:18][CH2:19][OH:20].[N+:1]([O-:2])(=[O:3])[c:4]1[cH:5][c:6]2[c:7]([CH2:13][CH2:14][N:15]([CH3:16])[CH3:17])[cH:8][nH:9][c:10]2[cH:11][cH:12]1>>[NH2:1][c:4]1[cH:5][c:6]2[c:7]([CH2:13][CH2:14][N:15]([CH3:16])[CH3:17])[cH:8][nH:9][c:10]2[cH:11][cH:12]1.